This data is from the Open Reaction Database (ORD), a public repository of structured organic reaction records. The task is: describe an organic reaction: reactants, conditions, products, and yield Starting materials: ClC1=CC(=C(N=N1)C1=CC(=C(C=C1)OC)OC)C1=CC=C(C=C1)OC (6-chloro-3-(3,4-dimethoxyphenyl)-4-(4-methoxyphenyl)pyridazine), FC1=C(C=CC(=C1)F)O (2,4-difluorophenol). Yields the product FC1=C(OC2=CC(=C(N=N2)C2=CC(=C(C=C2)OC)OC)C2=CC=C(C=C2)OC)C=CC(=C1)F (6-(2,4-difluorophenoxy)-3-(3,4-dimethoxyphenyl)-4-(4-methoxyphenyl)pyridazine). Reaction SMILES: Cl[C:2]1[N:7]=[N:6][C:5]([C:8]2[CH:13]=[CH:12][C:11]([O:14][CH3:15])=[C:10]([O:16][CH3:17])[CH:9]=2)=[C:4]([C:18]2[CH:23]=[CH:22][C:21]([O:24][CH3:25])=[CH:20][CH:19]=2)[CH:3]=1.[F:26][C:27]1[CH:32]=[C:31]([F:33])[CH:30]=[CH:29][C:28]=1[OH:34]>>[F:26][C:27]1[CH:32]=[C:31]([F:33])[CH:30]=[CH:29][C:28]=1[O:34][C:2]1[N:7]=[N:6][C:5]([C:8]2[CH:13]=[CH:12][C:11]([O:14][CH3:15])=[C:10]([O:16][CH3:17])[CH:9]=2)=[C:4]([C:18]2[CH:23]=[CH:22][C:21]([O:24][CH3:25])=[CH:20][CH:19]=2)[CH:3]=1. Reported procedure: In a similar manner as in Example 2, 6-chloro-3-(3,4-dimethoxyphenyl)-4-(4-methoxyphenyl)pyridazine (203 mg, 0.589 mmol) and 2,4-difluorophenol were reacted as starting materials at 150° C. for 20 hours and post-treatment was then conducted, whereby the title compound was obtained as a pale yellow amorphous solid (260 mg, quantitative).